From a dataset of the Open Reaction Database (ORD), a public repository of structured organic reaction records. describe an organic reaction: reactants, conditions, products, and yield Run in C1CCOC1 (THF), C1=CC=CC=C1 (benzene). Conditions: temperature -78 celsius, time 20 minute. RXN SMILES: Br[C:2]1[CH:7]=[CH:6][CH:5]=[CH:4][C:3]=1[CH:8]=[CH2:9].[Li]CCCC.[CH:15](=[O:20])[CH2:16][CH2:17][CH:18]=[CH2:19].Cl[Si:22]([CH:29]([CH3:31])[CH3:30])([CH:26]([CH3:28])[CH3:27])[CH:23]([CH3:25])[CH3:24]>C1COCC1.C1C=CC=CC=1>[CH:23]([Si:22]([CH:29]([CH3:31])[CH3:30])([CH:26]([CH3:28])[CH3:27])[O:20][CH:15]([C:2]1[CH:7]=[CH:6][CH:5]=[CH:4][C:3]=1[CH:8]=[CH2:9])[CH2:16][CH2:17][CH:18]=[CH2:19])([CH3:25])[CH3:24]. Reported procedure: 1-Bromo-2-vinylbenzene (2.8146 g, 15.38 mmol) was azeotropped by dry benzene twice before taken up in THF (50 ml). The solution was cooled to −78° C. BuLi (6.77 ml, 16.91 mmol) was added to the reaction mixture at −78° C. and stirred for 20 min at this temperature. pent-4-enal (1.670 ml, 16.91 mmol) was added to the reaction mixture and stirred for 4 hours while the bath temperature gradually warmed up. Chlorotriisopropylsilane (3.58 ml, 16.91 mmol) was added to the reaction mixture and the reac... Starting materials: BrC1=C(C=CC=C1)C=C (1-Bromo-2-vinylbenzene), Cl[Si](C(C)C)(C(C)C)C(C)C (Chlorotriisopropylsilane), [Li]CCCC (BuLi), C(CCC=C)=O (pent-4-enal). Yield: 74.0%. Yields the product C(C)(C)[Si](OC(CCC=C)C1=C(C=CC=C1)C=C)(C(C)C)C(C)C (Triisopropyl(1-(2-vinylphenyl)pent-4-enyloxy)silane). Reactants: Oc1cncc(Br)c1, C1CCOC1, COC(=O)C(O)Cc1c[nH]c2ccccc12, CCOC(=O)N=NC(=O)OCC, c1ccc(P(c2ccccc2)c2ccccc2)cc1. Product: COC(=O)C(Cc1c[nH]c2ccccc12)Oc1cncc(Br)c1. RXN SMILES: [Br:1][c:2]1[cH:3][n:4][cH:5][c:6]([OH:8])[cH:7]1.[CH2:56]1[O:57][CH2:58][CH2:59][CH2:60]1.[CH3:9][O:10][C:11]([CH:12]([CH2:13][c:14]1[cH:15][nH:16][c:17]2[cH:18][cH:19][cH:20][cH:21][c:22]12)[OH:23])=[O:24].[O:44]=[C:45]([O:46][CH2:47][CH3:48])[N:49]=[N:50][C:51]([O:52][CH2:53][CH3:54])=[O:55].[c:25]1([P:26]([c:27]2[cH:28][cH:29][cH:30][cH:31][cH:32]2)[c:33]2[cH:34][cH:35][cH:36][cH:37][cH:38]2)[cH:39][cH:40][cH:41][cH:42][cH:43]1>>[Br:1][c:2]1[cH:3][n:4][cH:5][c:6]([O:8][CH:12]([C:11]([O:10][CH3:9])=[O:24])[CH2:13][c:14]2[cH:15][nH:16][c:17]3[cH:18][cH:19][cH:20][cH:21][c:22]23)[cH:7]1.